From a dataset of the Open Reaction Database (ORD), a public repository of structured organic reaction records. describe an organic reaction: reactants, conditions, products, and yield Starting materials: [N+](=O)([O-])C1=CC=C(C=C1)SCC1=NN=NN1 (5-[[(4-nitrophenyl)sulfanyl]methyl]-1,2,3,4-tetrazole), C([O-])([O-])=O.[K+].[K+] (potassium carbonate), ICC (iodoethane). Yields the product C(C)N1N=NN=C1CSC1=CC=C(C=C1)[N+](=O)[O-] (1-ethyl-5-[[(4-nitrophenyl)sulfanyl]methyl]-1,2,3,4-tetrazole), C(C)N1N=C(N=N1)CSC1=CC=C(C=C1)[N+](=O)[O-] (2-ethyl-5-[[(4-nitrophenyl)sulfanyl]methyl]-1,2,3,4-tetrazole). Reaction conditions: temperature 50 celsius, time 140 hour. Reaction SMILES: [N+:1]([C:4]1[CH:9]=[CH:8][C:7]([S:10][CH2:11][C:12]2[NH:16][N:15]=[N:14][N:13]=2)=[CH:6][CH:5]=1)([O-:3])=[O:2].C(=O)([O-])[O-].[K+].[K+].I[CH2:24][CH3:25]>C(#N)C>[CH2:24]([N:13]1[C:12]([CH2:11][S:10][C:7]2[CH:8]=[CH:9][C:4]([N+:1]([O-:3])=[O:2])=[CH:5][CH:6]=2)=[N:16][N:15]=[N:14]1)[CH3:25].[CH2:24]([N:14]1[N:15]=[N:16][C:12]([CH2:11][S:10][C:7]2[CH:8]=[CH:9][C:4]([N+:1]([O-:3])=[O:2])=[CH:5][CH:6]=2)=[N:13]1)[CH3:25] |f:1.2.3|. Procedure details: To 5-[[(4-nitrophenyl)sulfanyl]methyl]-1,2,3,4-tetrazole (4.1 g) was added acetonitrile (203 ml), potassium carbonate (7.1 g) and iodoethane (3.3 ml) were added to the mixture, and the mixture was stirred for 140 hours at 50° C. The solvent was removed under reduced pressure, and to the obtained residue was added ethyl acetate, and the mixture was washed with water and saturated brine, and dried over magnesium sulfate. The solvent was removed under reduced pressure and the obtained residue was w... Solvent: C(C)#N (acetonitrile). Reactants: CC(=O)OCc1nc2cnc3cc(OCc4ccccc4)ccc3c2n1CC(C)(C)O, CO, F, CN(C)C=O, O, O=C(OO)c1cccc(Cl)c1. The product is CC(=O)OCc1nc2c[n+]([O-])c3cc(OCc4ccccc4)ccc3c2n1CC(C)(C)O. Reaction SMILES: [C:2]([CH3:3])(=[O:4])[O:5][CH2:6][c:7]1[n:8]([CH2:28][C:29]([CH3:30])([CH3:31])[OH:32])[c:9]2[c:10]([cH:11][n:12][c:13]3[cH:14][c:15]([O:19][CH2:20][c:21]4[cH:22][cH:23][cH:24][cH:25][cH:26]4)[cH:16][cH:17][c:18]23)[n:27]1.[CH3:50][OH:51].[FH:1].[O:45]=[CH:46][N:47]([CH3:48])[CH3:49].[OH2:44].[OH:33][O:34][C:35]([c:36]1[cH:37][c:38]([Cl:39])[cH:40][cH:41][cH:42]1)=[O:43]>>[C:2]([CH3:3])(=[O:4])[O:5][CH2:6][c:7]1[n:8]([CH2:28][C:29]([CH3:30])([CH3:31])[OH:32])[c:9]2[c:10]([cH:11][n+:12]([O-:33])[c:13]3[cH:14][c:15]([O:19][CH2:20][c:21]4[cH:22][cH:23][cH:24][cH:25][cH:26]4)[cH:16][cH:17][c:18]23)[n:27]1. The reactants are COc1ccc(C=O)cc1OCc1ccccc1, CO, OO, O=S(=O)(O)O. The product is COc1ccc(O)cc1OCc1ccccc1. Reaction SMILES: [CH2:1]([c:2]1[cH:3][cH:4][cH:5][cH:6][cH:7]1)[O:8][c:9]1[cH:10][c:11]([CH:12]=[O:13])[cH:14][cH:15][c:16]1[O:17][CH3:18].[CH3:26][OH:27].[OH:19][OH:20].[S:21]([OH:22])(=[O:23])(=[O:24])[OH:25]>>[CH2:1]([c:2]1[cH:3][cH:4][cH:5][cH:6][cH:7]1)[O:8][c:9]1[cH:10][c:11]([OH:22])[cH:14][cH:15][c:16]1[O:17][CH3:18]. Reactants: ClCCl, C[Si](C)(C)C#N, CCCCC, O=C(Cl)c1ccc(F)cc1, Cl[Sn](Cl)(Cl)Cl. The product is N#CC(=O)c1ccc(F)cc1. RXN SMILES: [CH2:11]([Cl:12])[Cl:13].[CH3:14][Si:15]([CH3:16])([CH3:17])[C:18]#[N:19].[CH3:25][CH2:26][CH2:27][CH2:28][CH3:29].[F:1][c:2]1[cH:3][cH:4][c:5]([C:6](=[O:7])[Cl:8])[cH:9][cH:10]1.[Sn:20]([Cl:21])([Cl:22])([Cl:23])[Cl:24]>>[F:1][c:2]1[cH:3][cH:4][c:5]([C:6](=[O:7])[C:18]#[N:19])[cH:9][cH:10]1. Reactants: ClC1=C(C(=O)Cl)C(=CC=C1)Cl (2,6-Dichlorobenzoyl chloride), FC=1C=NC=C(C1N)F (3,5-difluoropyridin-4-ylamine). The solvent is N1=CC=CC=C1 (pyridine). Run at time 2 hour. Product: ClC1=C(C(=O)N(C2=C(C=NC=C2F)F)C(C2=C(C=CC=C2Cl)Cl)=O)C(=CC=C1)Cl (2,6-dichloro-N-(2,6-dichlorobenzoyl)-N-(3,5-difluoropyridin-4-yl)-benzamide). The yield is 96.7%. Reaction SMILES: [Cl:1][C:2]1[CH:10]=[CH:9][CH:8]=[C:7]([Cl:11])[C:3]=1[C:4](Cl)=[O:5].[F:12][C:13]1[CH:14]=[N:15][CH:16]=[C:17]([F:20])[C:18]=1[NH2:19]>N1C=CC=CC=1>[Cl:1][C:2]1[CH:10]=[CH:9][CH:8]=[C:7]([Cl:11])[C:3]=1[C:4]([N:19]([C:4](=[O:5])[C:3]1[C:2]([Cl:1])=[CH:10][CH:9]=[CH:8][C:7]=1[Cl:11])[C:18]1[C:17]([F:20])=[CH:16][N:15]=[CH:14][C:13]=1[F:12])=[O:5]. Procedure: 2,6-Dichlorobenzoyl chloride (13.7 mL, 95.6 mmol) was added dropwise, over 10 minutes, to a solution of 3,5-difluoropyridin-4-ylamine (10.37 g, 79.7 mmol) in pyridine (160 mL) at a temperature of between 3 and 5° C., under argon. The reaction mixture was allowed to warm to room temperature over 1 hour and then stirred at room temperature for 2 hours. The volatiles were removed under reduced pressure and the resultant residue was treated with HCl (1N, 120 mL). The resultant suspension was stirred...